This data is from the Open Reaction Database (ORD), a public repository of structured organic reaction records. The task is: describe an organic reaction: reactants, conditions, products, and yield Product: CC(CC(C)(C)OOC(C)(C)C)OC(=O)N(C)C. RXN SMILES: [CH3:17][NH:18][CH3:19].[CH3:20][CH2:21][O:22][CH2:23][CH3:24].[Cl:1][C:2](=[O:3])[O:4][CH:5]([CH2:6][C:7]([CH3:8])([O:9][O:10][C:11]([CH3:12])([CH3:13])[CH3:14])[CH3:15])[CH3:16]>>[C:2](=[O:3])([O:4][CH:5]([CH2:6][C:7]([CH3:8])([O:9][O:10][C:11]([CH3:12])([CH3:13])[CH3:14])[CH3:15])[CH3:16])[N:18]([CH3:17])[CH3:19]. The reactants are CNC, CCOCC, CC(CC(C)(C)OOC(C)(C)C)OC(=O)Cl. Starting materials: O=C([O-])[O-], CN(C)C=O, O=[N+]([O-])c1cc(CCO)ccc1F, [K+], [K+], O=C(O)CS. The product is O=C(O)CSc1ccc(CCO)cc1[N+](=O)[O-]. RXN SMILES: [C:19](=[O:20])([O-:21])[O-:22].[CH3:25][N:26]([CH3:27])[CH:28]=[O:29].[F:1][c:2]1[c:3]([N+:11](=[O:12])[O-:13])[cH:4][c:5]([CH2:8][CH2:9][OH:10])[cH:6][cH:7]1.[K+:23].[K+:24].[SH:14][CH2:15][C:16](=[O:17])[OH:18]>>[c:2]1([S:14][CH2:15][C:16](=[O:17])[OH:18])[c:3]([N+:11](=[O:12])[O-:13])[cH:4][c:5]([CH2:8][CH2:9][OH:10])[cH:6][cH:7]1. The reactants are CC#N, ClCCCI, [K+], [K+], O=C([O-])[O-], O=c1[nH]c2ccccc2o1. Yields the product O=c1oc2ccccc2n1CCCCl. RXN SMILES: [CH3:22][C:23]#[N:24].[Cl:11][CH2:12][CH2:13][CH2:14][I:15].[K+:16].[K+:17].[O-:18][C:19]([O-:20])=[O:21].[o:1]1[c:2](=[O:10])[nH:3][c:4]2[c:5]1[cH:6][cH:7][cH:8][cH:9]2>>[o:1]1[c:2](=[O:10])[n:3]([CH2:14][CH2:13][CH2:12][Cl:11])[c:4]2[c:5]1[cH:6][cH:7][cH:8][cH:9]2. Starting materials: CCOC(=O)C=Cc1cccc2nscc12, CS(C)=O, C[S+](C)(C)=O, [H-], [I-], [Na+], O. Product: CCOC(=O)C1CC1c1cccc2nscc12. RXN SMILES: [CH2:9]([CH3:10])[O:11][C:12]([CH:13]=[CH:14][c:15]1[cH:16][cH:17][cH:18][c:19]2[c:20]1[cH:21][s:22][n:23]2)=[O:24].[CH3:26][S:27](=[O:28])[CH3:29].[CH3:4][S+:5]([CH3:6])([CH3:7])=[O:8].[H-:1].[I-:3].[Na+:2].[OH2:25]>>[CH2:4]1[CH:13]([C:12]([O:11][CH2:9][CH3:10])=[O:24])[CH:14]1[c:15]1[cH:16][cH:17][cH:18][c:19]2[c:20]1[cH:21][s:22][n:23]2.